This data is from the Open Reaction Database (ORD), a public repository of structured organic reaction records. The task is: describe an organic reaction: reactants, conditions, products, and yield The reactants are [Cl-].[Na+] (sodium chloride), BrC(CO)C (2-bromopropanol), N1C=NC=C1 (imidazole), CN(C=O)C (dimethylformamide), C(C)(C)(C)[Si](Cl)(C)C (t-butyldimethylchlorosilane). Conditions: temperature 0 celsius, time 24 hour. Yields the product BrCCCO[Si](C)(C)C(C)(C)C (1-bromo-3-(t-butyldimethylsiloxy)propane). As a reaction SMILES: [Br:1][CH:2](C)[CH2:3]O.N1C=CN=C1.[C:11]([Si:15]([CH3:18])([CH3:17])Cl)([CH3:14])([CH3:13])[CH3:12].[Cl-].[Na+].CN(C)[CH:23]=[O:24]>>[Br:1][CH2:2][CH2:3][CH2:23][O:24][Si:15]([C:11]([CH3:14])([CH3:13])[CH3:12])([CH3:18])[CH3:17] |f:3.4|. Reported procedure: Separately, 7.0 g (corresponding to 50.4 mmol) of 2-bromopropanol and 6.86 g (corresponding to 101 mmol) of imidazole were dissolved in 50 mL of dimethylformamide, and cooled to 0° C. Then, 7.59 g (corresponding to 50.4 mmol) of t-butyldimethylchlorosilane was added thereto. After the reaction mixture was stirred at room temperature for 24 hours, it was supplemented with a saturated sodium chloride aqueous solution, and extracted three times with diethyl ether. The combined diethyl ether layers ... Reactants: C=O (formalin), N1(CCNCC1)C(=S)SC (methyl 1-piperazinecarbodithioate), C1(=CC=CC=C1)O (phenol). Run in C(C)O (ethanol), C(Cl)(Cl)Cl (chloroform), C(C)O (ethanol), C(Cl)(Cl)Cl (chloroform), C(C)O (ethanol), C(Cl)(Cl)Cl (chloroform), C(C)O (ethanol). Conditions: time 30 minute. Product: OC1=C(CN2CCN(CC2)C(=S)SC)C=CC=C1 (Methyl 4-(2-hydroxybenzyl)-1-piperazinecarbodithioate). Yield: 25.2%. Reaction SMILES: [CH2:1]=O.[N:3]1([C:9]([S:11][CH3:12])=[S:10])[CH2:8][CH2:7][NH:6][CH2:5][CH2:4]1.[C:13]1([OH:19])[CH:18]=[CH:17][CH:16]=[CH:15][CH:14]=1>C(O)C.C(Cl)(Cl)Cl>[OH:19][C:13]1[CH:18]=[CH:17][CH:16]=[CH:15][C:14]=1[CH2:1][N:6]1[CH2:7][CH2:8][N:3]([C:9]([S:11][CH3:12])=[S:10])[CH2:4][CH2:5]1. Reported procedure: In 10 ml of ethanol was dissolved 0.86 g of 35% formalin. To the solution was dropwise added under chilling with ice a solution of 2.35 g of methyl 1-piperazinecarbodithioate in 4 ml of ethanol. The mixture was then stirred for 30 min. at room temperature. The mixture was refluxed overnight under heating after addition of a solution of 2.82 g of phenol in 4 ml of ethanol under chilling with ice and subsequent stirring at room temperature for 3 hours. The reaction mixture was cooled to room tempe... The reactants are OC1=C(C(=O)OC)C=CC(=C1)C1=CC2=CC(=C(C=C2C=C1)OCC1=CC=CC=C1)C12CC3CC(CC(C1)C3)C2 (methyl 2-hydroxy-4-[7-(1-adamantyl)-6-benzyloxy-2-naphthyl]benzoate), [OH-].[Na+] (sodium hydroxide). As a reaction SMILES: [OH:1][C:2]1[CH:11]=[C:10]([C:12]2[CH:21]=[CH:20][C:19]3[C:14](=[CH:15][C:16]([C:30]45[CH2:39][CH:34]6[CH2:35][CH:36]([CH2:38][CH:32]([CH2:33]6)[CH2:31]4)[CH2:37]5)=[C:17]([O:22][CH2:23][C:24]4[CH:29]=[CH:28][CH:27]=[CH:26][CH:25]=4)[CH:18]=3)[CH:13]=2)[CH:9]=[CH:8][C:3]=1[C:4]([O:6]C)=[O:5].[OH-].[Na+]>>[OH:1][C:2]1[CH:11]=[C:10]([C:12]2[CH:21]=[CH:20][C:19]3[C:14](=[CH:15][C:16]([C:30]45[CH2:37][CH:36]6[CH2:38][CH:32]([CH2:33][CH:34]([CH2:35]6)[CH2:39]4)[CH2:31]5)=[C:17]([O:22][CH2:23][C:24]4[CH:29]=[CH:28][CH:27]=[CH:26][CH:25]=4)[CH:18]=3)[CH:13]=2)[CH:9]=[CH:8][C:3]=1[C:4]([OH:6])=[O:5] |f:1.2|. Procedure details: 930 mg (1.8 mmol) of methyl 2-hydroxy-4-[7-(1-adamantyl)-6-benzyloxy-2-naphthyl]benzoate and 100 ml of a 2N methanolic sodium hydroxide solution were introduced into a round-bottomed flask and the reaction mixture was heated at reflux for one hour. The reaction mixture was evaporated to dryness, the residue was taken up in water and acidified to pH 1 with concentrated hydrochloric acid and the solid was filtered. The solid obtained was triturated in ethyl acetate, filtered and dried. 710 mg (79%... Yields the product OC1=C(C(=O)O)C=CC(=C1)C1=CC2=CC(=C(C=C2C=C1)OCC1=CC=CC=C1)C12CC3CC(CC(C1)C3)C2 (2-hydroxy-4-[7-(1-adamantyl)-6-benzyloxy-2-naphthyl]benzoic acid). Reactants: [H-].[Al+3].[Li+].[H-].[H-].[H-] (Lithium aluminum hydride), CC(C)C[C@@H](C(=O)O)NC(=O)OCC1=CC=CC=C1.N[C@@H](CC(C)C)C(=O)O.CN(C([C@@H](N)CCC)=O)OC (Z-L-leucine L-leucine L-norvaline N,O-dimethylhydroxylamide), S([O-])(O)(=O)=O.[K+] (Potassium bisulfate). Solvent: O1CCCC1 (tetrahydrofuran), O (water). Reaction conditions: temperature 0 celsius, time 25 minute. Product: CC(C)C[C@@H](C(=O)O)NC(=O)OCC1=CC=CC=C1.N[C@@H](CC(C)C)C(=O)O.N[C@@H](CCC)C=O (Z-L-Leucine L-leucine L-norvalinal). Yield: 44.1%. Reaction SMILES: [CH3:1][CH:2]([CH2:4][C@H:5]([NH:9][C:10]([O:12][CH2:13][C:14]1[CH:19]=[CH:18][CH:17]=[CH:16][CH:15]=1)=[O:11])[C:6]([OH:8])=[O:7])[CH3:3].[NH2:20][C@H:21]([C:26]([OH:28])=[O:27])[CH2:22][CH:23]([CH3:25])[CH3:24].CN(OC)[C:31](=[O:37])[C@H:32]([CH2:34][CH2:35][CH3:36])[NH2:33].[H-].[Al+3].[Li+].[H-].[H-].[H-].S(=O)(=O)(O)[O-].[K+]>O1CCCC1.O>[CH3:3][CH:2]([CH2:4][C@H:5]([NH:9][C:10]([O:12][CH2:13][C:14]1[CH:15]=[CH:16][CH:17]=[CH:18][CH:19]=1)=[O:11])[C:6]([OH:8])=[O:7])[CH3:1].[NH2:20][C@H:21]([C:26]([OH:28])=[O:27])[CH2:22][CH:23]([CH3:25])[CH3:24].[NH2:33][C@H:32]([CH:31]=[O:37])[CH2:34][CH2:35][CH3:36] |f:0.1.2,3.4.5.6.7.8,9.10,13.14.15|. Reported procedure: A solution of Z-L-leucine-L-leucine-L-norvaline N,O-dimethylhydroxylamide (1.09 g) was dissolved in 20 mL dry tetrahydrofuran (THF) and cooled to 0° C. Lithium aluminum hydride (1 M solution in THF, 3.05 mL) was added and the mixture was stirred at 0° C. for 25 minutes. Potassium bisulfate (465 mg) in 20 mL water was added and the mixture was extracted with EtOAc (3×80 mL). The combined organic layers were washed with aqueous 5% HCl, saturated NaHCO3, and brine, then dried over anhydrous MgSO4, ... The reactants are C(C)OC(=O)C1C(N(CC1)C(C)=O)C1=CC=C(C=C1)[N+](=O)[O-] (1-acetyl-2-(4-nitro-phenyl)-pyrrolidine-3-carboxylic acid ethyl ester). The reagents and catalysts are [Pd] (palladium on charcoal). Run in C(C)O (ethanol). Conditions: time 4 hour. Yields the product C(C)OC(=O)C1C(N(CC1)C(C)=O)C1=CC=C(C=C1)N (1-Acetyl-2-(4-amino-phenyl)-pyrrolidine-3-carboxylic Acid Ethyl Ester). Isolated yield 63.2%. Reaction SMILES: [CH2:1]([O:3][C:4]([CH:6]1[CH2:10][CH2:9][N:8]([C:11](=[O:13])[CH3:12])[CH:7]1[C:14]1[CH:19]=[CH:18][C:17]([N+:20]([O-])=O)=[CH:16][CH:15]=1)=[O:5])[CH3:2]>[Pd].C(O)C>[CH2:1]([O:3][C:4]([CH:6]1[CH2:10][CH2:9][N:8]([C:11](=[O:13])[CH3:12])[CH:7]1[C:14]1[CH:15]=[CH:16][C:17]([NH2:20])=[CH:18][CH:19]=1)=[O:5])[CH3:2]. Procedure: A stirred mixture of 1-acetyl-2-(4-nitro-phenyl)-pyrrolidine-3-carboxylic acid ethyl ester (3 g, Reference Example 20) and 10% palladium on charcoal in ethanol (150 mL) was hydrogenated under atmospheric pressure for 4 hours at room temperature and then filtered through a celite pad. The filter pad was washed with ethanol (50 mL) and the combined filtrate plus washings were evaporated. The residue was subjected to flash chromatography on silica (330 g, 20-451 μm, 0.6 bar) eluting with a mixture ...